From a dataset of the Open Reaction Database (ORD), a public repository of structured organic reaction records. describe an organic reaction: reactants, conditions, products, and yield The reactants are CC(C)O, CNC(=O)c1cccc(C)c1Nc1nc(Cl)ncc1Cl, Nc1ccc2c(c1)C(=O)NCCC2. Product: CNC(=O)c1cccc(C)c1Nc1nc(Nc2ccc3c(c2)C(=O)NCCC3)ncc1Cl. RXN SMILES: [CH:34]([OH:35])([CH3:36])[CH3:37].[Cl:1][c:2]1[n:3][cH:4][c:5]([Cl:20])[c:6]([NH:8][c:9]2[c:10]([C:11](=[O:12])[NH:13][CH3:14])[cH:15][cH:16][cH:17][c:18]2[CH3:19])[n:7]1.[NH2:21][c:22]1[cH:23][cH:24][c:25]2[c:26]([cH:33]1)[C:27](=[O:32])[NH:28][CH2:29][CH2:30][CH2:31]2>>[c:2]1([NH:21][c:22]2[cH:23][cH:24][c:25]3[c:26]([cH:33]2)[C:27](=[O:32])[NH:28][CH2:29][CH2:30][CH2:31]3)[n:3][cH:4][c:5]([Cl:20])[c:6]([NH:8][c:9]2[c:10]([C:11](=[O:12])[NH:13][CH3:14])[cH:15][cH:16][cH:17][c:18]2[CH3:19])[n:7]1. The reactants are [Br-], C1CCOC1, CC1(C)OCC(C=O)O1, CCOC(C)=O, C=C[Mg+], [Cl-], [NH4+], O. Product: C=CC(O)C1COC(C)(C)O1. As a reaction SMILES: [Br-:10].[CH2:16]1[O:17][CH2:18][CH2:19][CH2:20]1.[CH3:1][C:2]1([CH3:9])[O:3][CH2:4][CH:5]([CH:7]=[O:8])[O:6]1.[CH3:21][CH2:22][O:23][C:24](=[O:25])[CH3:26].[CH:11](=[CH2:12])[Mg+:13].[Cl-:14].[NH4+:15].[OH2:27]>>[CH3:1][C:2]1([CH3:9])[O:3][CH2:4][CH:5]([CH:7]([OH:8])[CH:11]=[CH2:12])[O:6]1. Yields the product CC(C)(C)OC(=O)N1CCC(CCOS(C)(=O)=O)CC1. As a reaction SMILES: [C:6]([CH3:7])([CH3:8])([CH3:9])[O:10][C:11](=[O:12])[N:13]1[CH2:14][CH2:15][CH:16]([CH2:19][CH2:20][OH:21])[CH2:17][CH2:18]1.[CH3:1][S:2]([Cl:3])(=[O:4])=[O:5].[CH:22]([N:23]([CH:24]([CH3:25])[CH3:26])[CH2:27][CH3:28])([CH3:29])[CH3:30].[Cl:31][CH2:32][Cl:33]>>[CH3:1][S:2](=[O:4])(=[O:5])[O:21][CH2:20][CH2:19][CH:16]1[CH2:15][CH2:14][N:13]([C:11]([O:10][C:6]([CH3:7])([CH3:8])[CH3:9])=[O:12])[CH2:18][CH2:17]1. Reactants: CC(C)(C)OC(=O)N1CCC(CCO)CC1, CS(=O)(=O)Cl, CCN(C(C)C)C(C)C, ClCCl. The reactants are IC=1C=C(C(=O)OCC)C=CC1 (ethyl 3-iodobenzoate), C(CCC)[Sn](C=1N=CSC1)(CCCC)CCCC (4-(tributylstannyl)thiazole), O (Water), CCOC(=O)C (AcOEt). Reagents/catalysts: Cl[Pd]([P](C1=CC=CC=C1)(C2=CC=CC=C2)C3=CC=CC=C3)([P](C4=CC=CC=C4)(C5=CC=CC=C5)C6=CC=CC=C6)Cl (PdCl2(PPh3)2). Run in C1CCOC1 (THF). Conditions: temperature 75 celsius. The product is S1C=NC(=C1)C=1C=C(C(=O)OCC)C=CC1 (ethyl 3-(thiazol-4-yl)benzoate). As a reaction SMILES: I[C:2]1[CH:3]=[C:4]([CH:10]=[CH:11][CH:12]=1)[C:5]([O:7][CH2:8][CH3:9])=[O:6].C([Sn](CCCC)(CCCC)[C:18]1[N:19]=[CH:20][S:21][CH:22]=1)CCC.O.CCOC(C)=O>C1COCC1.Cl[Pd](Cl)([P](C1C=CC=CC=1)(C1C=CC=CC=1)C1C=CC=CC=1)[P](C1C=CC=CC=1)(C1C=CC=CC=1)C1C=CC=CC=1>[S:21]1[CH:22]=[C:18]([C:2]2[CH:3]=[C:4]([CH:10]=[CH:11][CH:12]=2)[C:5]([O:7][CH2:8][CH3:9])=[O:6])[N:19]=[CH:20]1 |^1:45,64|. Reported procedure: A mixture of commercially available ethyl 3-iodobenzoate (650 mg; 2.35 mmol), 4-(tributylstannyl)thiazole (894 mg; 2.39 mmol), and PdCl2(PPh3)2 (165 mg; 0.23 mmol) in anh. THF (20 ml) was heated to 75° C., under nitrogen, for 17 h. Water and AcOEt were added. The separated aq. layer was further extracted with AcOEt. The mixed organic layers were washed with brine, dried over anh. MgSO4, filtered, and concentrated to dryness under reduced pressure. Purification by FC (heptane/AcOEt=1/1) afforded ...